Dataset: the Open Reaction Database (ORD), a public repository of structured organic reaction records. Task: describe an organic reaction: reactants, conditions, products, and yield The reactants are CCO, CC(C)=O, Cl, O=CC=Cc1ccc(F)cc1, [Na+], [OH-], O. RXN SMILES: [CH3:20][CH2:21][OH:22].[CH3:3][C:4]([CH3:5])=[O:6].[ClH:18].[F:7][c:8]1[cH:9][cH:10][c:11]([CH:12]=[CH:13][CH:14]=[O:15])[cH:16][cH:17]1.[Na+:2].[OH-:1].[OH2:19]>>[CH:3]([C:4]([CH3:5])=[O:6])=[CH:14][CH:13]=[CH:12][c:11]1[cH:10][cH:9][c:8]([F:7])[cH:17][cH:16]1. The product is CC(=O)C=CC=Cc1ccc(F)cc1. The reactants are CNC(=O)C1=C(C2=NC=CC=C2N1)SC1=CC=CC=C1 (3-phenylsulfanyl-1H-pyrrolo[3,2-b]pyridine-2-carboxylic acid methylamide), C(=O)([O-])[O-].[Cs+].[Cs+] (Cs2CO3), CI (methyl iodide), CI (methyl iodide). The solvent is N1=CC=CC=C1 (pyridine). Product: CNC(=O)C1=C(C2=NC=CC=C2N1C)SC1=CC=CC=C1 (1-Methyl-3-phenylsulfanyl-1H-pyrrolo[3,2-b]pyridine-2-carboxylic acid methylamide). Yield: 20.3%. As a reaction SMILES: CI.[CH3:3][NH:4][C:5]([C:7]1[NH:15][C:14]2[C:9](=[N:10][CH:11]=[CH:12][CH:13]=2)[C:8]=1[S:16][C:17]1[CH:22]=[CH:21][CH:20]=[CH:19][CH:18]=1)=[O:6].[C:23]([O-])([O-])=O.[Cs+].[Cs+]>N1C=CC=CC=1>[CH3:3][NH:4][C:5]([C:7]1[N:15]([CH3:23])[C:14]2[C:9](=[N:10][CH:11]=[CH:12][CH:13]=2)[C:8]=1[S:16][C:17]1[CH:22]=[CH:21][CH:20]=[CH:19][CH:18]=1)=[O:6] |f:2.3.4|. Procedure: Add methyl iodide (20 mg, 0.164 mmol) at r.t. to a mixture of 3-phenylsulfanyl-1H-pyrrolo[3,2-b]pyridine-2-carboxylic acid methylamide (Ia-33, 47 mg, 0.166 mmol), Cs2CO3 (65 mg, 0.2 mmol) and pyridine (1.5 mL). Heat the reaction at 60° C. in a sealed vessel for 3 hrs. Add additional methyl iodide (20 mg) and moniter the progress on the reaction by chromatography. When complete, cool the mixture, concentrate to dryness and extract into ethyl acetate from brine. Separate the organic phase and conc... Starting materials: CCOCCn1c(NC2CCN(CCC3(Cc4cccc(F)c4)CCN(Cc4cc(OC)c(OC)c(OC)c4)C3=O)CC2)nc2ccccc21, CS(=O)(=O)O, CCOC(C)=O. Yields the product CCOCCn1c(NC2CCN(CCC3(Cc4cccc(F)c4)CCN(Cc4cc(OC)c(OC)c(OC)c4)C3=O)CC2)nc2ccccc21, CS(=O)(=O)O. RXN SMILES: [CH3:1][O:2][c:3]1[cH:4][c:5]([CH2:6][N:7]2[C:8](=[O:43])[C:9]([CH2:12][c:13]3[cH:14][c:15]([F:19])[cH:16][cH:17][cH:18]3)([CH2:20][CH2:21][N:22]3[CH2:23][CH2:24][CH:25]([NH:28][c:29]4[n:30][c:31]5[c:32]([n:33]4[CH2:34][CH2:35][O:36][CH2:37][CH3:38])[cH:39][cH:40][cH:41][cH:42]5)[CH2:26][CH2:27]3)[CH2:10][CH2:11]2)[cH:44][c:45]([O:49][CH3:50])[c:46]1[O:47][CH3:48].[CH3:51][S:52]([OH:53])(=[O:54])=[O:55].[CH3:56][CH2:57][O:58][C:59](=[O:60])[CH3:61]>>[CH3:1][O:2][c:3]1[cH:4][c:5]([CH2:6][N:7]2[C:8](=[O:43])[C:9]([CH2:12][c:13]3[cH:14][c:15]([F:19])[cH:16][cH:17][cH:18]3)([CH2:20][CH2:21][N:22]3[CH2:23][CH2:24][CH:25]([NH:28][c:29]4[n:30][c:31]5[c:32]([n:33]4[CH2:34][CH2:35][O:36][CH2:37][CH3:38])[cH:39][cH:40][cH:41][cH:42]5)[CH2:26][CH2:27]3)[CH2:10][CH2:11]2)[cH:44][c:45]([O:49][CH3:50])[c:46]1[O:47][CH3:48].[CH3:51][S:52](=[O:53])(=[O:54])[OH:55]. The reactants are C=C[Sn](CCCC)(CCCC)CCCC, N#Cc1c(OS(=O)(=O)C(F)(F)F)nc(N)nc1-c1ccco1, [Na+], [Na+], O=C([O-])[O-], C1COCCO1. The product is C=Cc1nc(N)nc(-c2ccco2)c1C#N. Reaction SMILES: [CH:23](=[CH2:24])[Sn:25]([CH2:26][CH2:27][CH2:28][CH3:29])([CH2:30][CH2:31][CH2:32][CH3:33])[CH2:34][CH2:35][CH2:36][CH3:37].[NH2:1][c:2]1[n:3][c:4](-[c:18]2[o:19][cH:20][cH:21][cH:22]2)[c:5]([C:16]#[N:17])[c:6]([O:8][S:9]([C:10]([F:11])([F:12])[F:13])(=[O:14])=[O:15])[n:7]1.[Na+:38].[Na+:39].[O-:40][C:41](=[O:42])[O-:43].[O:44]1[CH2:45][CH2:46][O:47][CH2:48][CH2:49]1>>[NH2:1][c:2]1[n:3][c:4](-[c:18]2[o:19][cH:20][cH:21][cH:22]2)[c:5]([C:16]#[N:17])[c:6]([CH:23]=[CH2:24])[n:7]1. Starting materials: C(C)(C)(C)OC(=O)N1C(OC[C@]1(CCC1=CC=C(C=C1)OCCOC1=CC(=CC=C1)F)COP(=O)(OC(C)(C)C)OC(C)(C)C)(C)C ((R)-4-(di-tert-butoxy-phosphoryloxymethyl)-4-(2-{4-[2-(3-fluoro-phenoxy)-ethoxy]-phenyl}-ethyl)-2,2-dimethyl-oxazolidine-3-carboxylic acid tert-butyl ester). The solvent is Cl (HCl). Run at time 1 hour. Yields the product N[C@](COP(O)(O)=O)(CCC1=CC=C(C=C1)OCCOC1=CC(=CC=C1)F)CO (phosphoric acid mono-((R)-2-amino-4-{4-[2-(3-fluoro-phenoxy)-ethoxy]-phenyl}-2-hydroxymethyl-butyl)ester). RXN SMILES: C(OC([N:8]1[C@:12]([CH2:32][O:33][P:34]([O:41]C(C)(C)C)([O:36]C(C)(C)C)=[O:35])([CH2:13][CH2:14][C:15]2[CH:20]=[CH:19][C:18]([O:21][CH2:22][CH2:23][O:24][C:25]3[CH:30]=[CH:29][CH:28]=[C:27]([F:31])[CH:26]=3)=[CH:17][CH:16]=2)[CH2:11][O:10]C1(C)C)=O)(C)(C)C>Cl>[NH2:8][C@@:12]([CH2:11][OH:10])([CH2:13][CH2:14][C:15]1[CH:16]=[CH:17][C:18]([O:21][CH2:22][CH2:23][O:24][C:25]2[CH:30]=[CH:29][CH:28]=[C:27]([F:31])[CH:26]=2)=[CH:19][CH:20]=1)[CH2:32][O:33][P:34](=[O:35])([OH:36])[OH:41]. Reported procedure: Finally, a solution of (R)-4-(di-tert-butoxy-phosphoryloxymethyl)-4-(2-{4-[2-(3-fluoro-phenoxy)-ethoxy]-phenyl}-ethyl)-2,2-dimethyl-oxazolidine-3-carboxylic acid tert-butyl ester (70 mg, 0.10 mmol) in conc. HCl (2 ml). is stirred at room temperature for one hour and is then heated to 95° C. for 2 hours, then concentrated to dryness. The residue is re-dissolved in ethyl acetate and precipitated with hexanes. The solid is filtered off, washed with dry ether and dried in vacuo to afford phosphoric ... The reactants are Cc1ccc(NC(=O)c2ccc(CBr)c(C(F)(F)F)c2)cc1Nc1nccc(-c2cccnc2)n1, O=C([O-])[O-], CN(C)CC1CCNC1, Cl, Cl, [K+], [K+]. The product is Cc1ccc(NC(=O)c2ccc(CN3CCC(CN(C)C)C3)c(C(F)(F)F)c2)cc1Nc1nccc(-c2cccnc2)n1. As a reaction SMILES: [Br:1][CH2:2][c:3]1[c:4]([C:32]([F:33])([F:34])[F:35])[cH:5][c:6]([C:7](=[O:8])[NH:9][c:10]2[cH:11][c:12]([NH:17][c:18]3[n:19][cH:20][cH:21][c:22](-[c:24]4[cH:25][n:26][cH:27][cH:28][cH:29]4)[n:23]3)[c:13]([CH3:16])[cH:14][cH:15]2)[cH:30][cH:31]1.[C:47](=[O:48])([O-:49])[O-:50].[CH3:38][N:39]([CH3:40])[CH2:41][CH:42]1[CH2:43][NH:44][CH2:45][CH2:46]1.[ClH:36].[ClH:37].[K+:51].[K+:52]>>[CH2:2]([c:3]1[c:4]([C:32]([F:33])([F:34])[F:35])[cH:5][c:6]([C:7](=[O:8])[NH:9][c:10]2[cH:11][c:12]([NH:17][c:18]3[n:19][cH:20][cH:21][c:22](-[c:24]4[cH:25][n:26][cH:27][cH:28][cH:29]4)[n:23]3)[c:13]([CH3:16])[cH:14][cH:15]2)[cH:30][cH:31]1)[N:44]1[CH2:43][CH:42]([CH2:41][N:39]([CH3:38])[CH3:40])[CH2:46][CH2:45]1. Reactants: ClC1=CC2=C(C(=N1)C=O)C(=NN2C(C2=CC=CC=C2)(C2=CC=CC=C2)C2=CC=CC=C2)N2CCOCC2 (6-Chloro-3-morpholino-1-trityl-1H-pyrazolo [4,3-c]pyridine-4-carbaldehyde), [BH4-].[Na+] (Sodium borohydride). Run in C(Cl)Cl (DCM), CO (methanol). Run at time 15 minute. Yields the product ClC1=CC2=C(C(=N1)CO)C(=NN2C(C2=CC=CC=C2)(C2=CC=CC=C2)C2=CC=CC=C2)N2CCOCC2 ((6-chloro-3-morpholino-1-trityl-1H-pyrazolo[4,3-c]pyridin-4-yl)methanol). Reaction SMILES: [Cl:1][C:2]1[N:7]=[C:6]([CH:8]=[O:9])[C:5]2[C:10]([N:32]3[CH2:37][CH2:36][O:35][CH2:34][CH2:33]3)=[N:11][N:12]([C:13]([C:26]3[CH:31]=[CH:30][CH:29]=[CH:28][CH:27]=3)([C:20]3[CH:25]=[CH:24][CH:23]=[CH:22][CH:21]=3)[C:14]3[CH:19]=[CH:18][CH:17]=[CH:16][CH:15]=3)[C:4]=2[CH:3]=1.[BH4-].[Na+]>C(Cl)Cl.CO>[Cl:1][C:2]1[N:7]=[C:6]([CH2:8][OH:9])[C:5]2[C:10]([N:32]3[CH2:37][CH2:36][O:35][CH2:34][CH2:33]3)=[N:11][N:12]([C:13]([C:20]3[CH:21]=[CH:22][CH:23]=[CH:24][CH:25]=3)([C:26]3[CH:31]=[CH:30][CH:29]=[CH:28][CH:27]=3)[C:14]3[CH:15]=[CH:16][CH:17]=[CH:18][CH:19]=3)[C:4]=2[CH:3]=1 |f:1.2|. Procedure: 6-Chloro-3-morpholino-1-trityl-1H-pyrazolo [4,3-c]pyridine-4-carbaldehyde (292.2 mg, 0.574 mmol) was dissolved in DCM (3 mL) and methanol (3 mL). Sodium borohydride (21.72 mg, 0.574 mmol) was then added and the reaction mixture was stirred at rt for 15 min. The reaction was quenched with water and extracted with DCM. The organic layer was washed with brine, dried over sodium sulfate, filtered, and concentrated in vacuo while loading onto silica gel. Purification by flash chromatography (5-40% Et...